Dataset: the Open Reaction Database (ORD), a public repository of structured organic reaction records. Task: describe an organic reaction: reactants, conditions, products, and yield Starting materials: O=C1C=C(OCc2ccccc2)CN1c1ccc2cc(-c3ccccc3C(F)(F)F)[nH]c(=O)c2c1, CO, [H][H], [OH-], [OH-], [Pd+2]. The product is O=C1C=C(O)CN1c1ccc2cc(-c3ccccc3C(F)(F)F)[nH]c(=O)c2c1. Reaction SMILES: [CH2:1]([c:2]1[cH:3][cH:4][cH:5][cH:6][cH:7]1)[O:8][C:9]1=[CH:10][C:11](=[O:35])[N:12]([c:14]2[cH:15][cH:16][c:17]3[cH:18][c:19](-[c:25]4[c:26]([C:31]([F:32])([F:33])[F:34])[cH:27][cH:28][cH:29][cH:30]4)[nH:20][c:21](=[O:24])[c:22]3[cH:23]2)[CH2:13]1.[CH3:38][OH:39].[H:36][H:37].[OH-:40].[OH-:42].[Pd+2:41]>>[OH:8][C:9]1=[CH:10][C:11](=[O:35])[N:12]([c:14]2[cH:15][cH:16][c:17]3[cH:18][c:19](-[c:25]4[c:26]([C:31]([F:32])([F:33])[F:34])[cH:27][cH:28][cH:29][cH:30]4)[nH:20][c:21](=[O:24])[c:22]3[cH:23]2)[CH2:13]1.